This data is from the Open Reaction Database (ORD), a public repository of structured organic reaction records. The task is: describe an organic reaction: reactants, conditions, products, and yield Run in C1=CC=CC=C1 (benzene). Yields the product C1(=CC=CC=C1)NC(=O)N1C2(NC3(CCCCC3)C1=O)CCCCC2 (14-phenylcarbamoyl-7,14-diazadispiro[5.1.5.2]pentadecan-15-one). Starting materials: C1CCCCC12NC1(CCCCC1)NC2=O (7,14-diazadispiro[5.1.5.2]pentadecan-15-one), C1(=CC=CC=C1)N=C=O (phenyl isocyanate), N12CCN(CC1)CC2 (1,4-diazabicyclo[2.2.2]octane). Reaction SMILES: [CH2:1]1[C:6]2([C:15](=[O:16])[NH:14][C:8]3([CH2:13][CH2:12][CH2:11][CH2:10][CH2:9]3)[NH:7]2)[CH2:5][CH2:4][CH2:3][CH2:2]1.[C:17]1([N:23]=[C:24]=[O:25])[CH:22]=[CH:21][CH:20]=[CH:19][CH:18]=1.N12CCN(CC1)CC2>C1C=CC=CC=1>[C:17]1([NH:23][C:24]([N:14]2[C:15](=[O:16])[C:6]3([CH2:1][CH2:2][CH2:3][CH2:4][CH2:5]3)[NH:7][C:8]32[CH2:13][CH2:12][CH2:11][CH2:10][CH2:9]3)=[O:25])[CH:22]=[CH:21][CH:20]=[CH:19][CH:18]=1. Procedure: 5.55 Parts of 7,14-diazadispiro[5.1.5.2]pentadecan-15-one, 2.97 parts of phenyl isocyanate and a trace of 1,4-diazabicyclo[2.2.2]octane in 100 parts of dry benzene were stirred and heated at reflux for 36 hours. After removal of the benzene by distillation under reduced pressure the residue was crystallised from petroleum ether of boiling range 60-80°C to give 4.50 parts of 14-phenylcarbamoyl-7,14-diazadispiro[5.1.5.2]pentadecan-15-one having a melting point of 129° to 130°C and the following el... The reactants are [Si](C)(C)(C(C)(C)C)OCCC=1N=CN(C1)C(C1=CC=CC=C1)(C1=CC=CC=C1)C1=CC=CC=C1 (4-[2-(tert-Butyl-dimethylsilanyloxy)ethyl]-1-trityl-1H-imidazole), COC(C(C1=CC(=C(C=C1)OC)F)Br)=O (bromo-(3-fluoro-4-methoxyphenyl)acetic acid methyl ester), CO (MeOH), N(CC)CC (Et2NH). Run in CC#N (MeCN). Conditions: temperature 75 celsius. The product is COC(C(C1=CC(=C(C=C1)OC)F)N1C=NC=C1CCO[Si](C)(C)C(C)(C)C)=O ({5-[2-(tert-butyldimethylsilanyloxy)ethyl]-imidazol-1-yl}-(3-fluoro-4-methoxyphenyl)acetic acid methyl ester). RXN SMILES: [Si:1]([O:8][CH2:9][CH2:10][C:11]1[N:12]=[CH:13][N:14](C(C2C=CC=CC=2)(C2C=CC=CC=2)C2C=CC=CC=2)[CH:15]=1)([C:4]([CH3:7])([CH3:6])[CH3:5])([CH3:3])[CH3:2].[CH3:35][O:36][C:37](=[O:49])[CH:38](Br)[C:39]1[CH:44]=[CH:43][C:42]([O:45][CH3:46])=[C:41]([F:47])[CH:40]=1.CO.N(CC)CC>CC#N>[CH3:35][O:36][C:37](=[O:49])[CH:38]([N:12]1[C:11]([CH2:10][CH2:9][O:8][Si:1]([C:4]([CH3:7])([CH3:6])[CH3:5])([CH3:3])[CH3:2])=[CH:15][N:14]=[CH:13]1)[C:39]1[CH:44]=[CH:43][C:42]([O:45][CH3:46])=[C:41]([F:47])[CH:40]=1. Procedure: 4-[2-(tert-Butyl-dimethylsilanyloxy)ethyl]-1-trityl-1H-imidazole (6.5 g, 14.0 mmol) and bromo-(3-fluoro-4-methoxyphenyl)acetic acid methyl ester (5.8 g, 21.0 mmol) are stirred in 60 mL MeCN at room temperature for 2 days. At that point MeOH (50 mL) and Et2NH (50 mL) are then added and the resulting solution heated at 75° C. for 0.5 h. The solution is evaporated and the residue purified via flash column chromatography (EtOAc/DCM 1:9→EtOAc/DCM 1:1) to give {5-[2-(tert-butyldimethylsilanyloxy)ethyl... As a reaction SMILES: [Br:1][CH:2]([C:3](=[O:4])[OH:5])[CH:6]([CH3:7])[CH3:8].[CH3:26][OH:27].[CH3:28][N:29]([CH3:30])[CH:31]=[O:32].[CH3:9][OH:10].[F:13][C:14]([c:15]1[cH:16][cH:17][c:18]([NH2:19])[cH:20][cH:21]1)([F:22])[F:23].[Na+:12].[Na+:25].[OH-:11].[OH-:24]>>[CH:2]([C:3](=[O:4])[OH:5])([CH:6]([CH3:7])[CH3:8])[NH:19][c:18]1[cH:17][cH:16][c:15]([C:14]([F:13])([F:22])[F:23])[cH:21][cH:20]1. The reactants are CC(C)C(Br)C(=O)O, CO, CN(C)C=O, CO, Nc1ccc(C(F)(F)F)cc1, [Na+], [Na+], [OH-], [OH-]. Product: CC(C)C(Nc1ccc(C(F)(F)F)cc1)C(=O)O. Reactants: C1=CC=CC=2C3=CC=CC=C3C(C12)COC(=O)N[C@@H](CCC(NC(C1=CC=CC=C1)(C1=CC=CC=C1)C1=CC=CC=C1)=O)C(=O)NC1=C(C=CC(=C1)OC)OC (N-[Nα-(9-fluorenylmethoxycarbonyl)-Nδ-trityl-L-glutaminyl]-2,5-dimethoxyaniline), OC1=CC(=NC2=C(C=CC=C12)O)C(=O)O (4,8-dihydroxyquinoline-2-carboxylic acid). Product: OC1=CC(=NC2=C(C=CC=C12)O)C(=O)N[C@@H](CCC(NC(C1=CC=CC=C1)(C1=CC=CC=C1)C1=CC=CC=C1)=O)C(=O)NC1=C(C=CC(=C1)OC)OC (N-[Nα-(4,8-Dihydroxyquinoline-2-carbonyl)-Nδ-trityl-L-glutaminyl]-2,5-dimethoxyaniline), crystals. Yield: 22.0%. Reaction SMILES: C1C2C(COC([NH:18][C@H:19]([C:44]([NH:46][C:47]3[CH:52]=[C:51]([O:53][CH3:54])[CH:50]=[CH:49][C:48]=3[O:55][CH3:56])=[O:45])[CH2:20][CH2:21][C:22](=[O:43])[NH:23][C:24]([C:37]3[CH:42]=[CH:41][CH:40]=[CH:39][CH:38]=3)([C:31]3[CH:36]=[CH:35][CH:34]=[CH:33][CH:32]=3)[C:25]3[CH:30]=[CH:29][CH:28]=[CH:27][CH:26]=3)=O)C3C(=CC=CC=3)C=2C=CC=1.[OH:57][C:58]1[C:67]2[C:62](=[C:63]([OH:68])[CH:64]=[CH:65][CH:66]=2)[N:61]=[C:60]([C:69]([OH:71])=O)[CH:59]=1>>[OH:57][C:58]1[C:67]2[C:62](=[C:63]([OH:68])[CH:64]=[CH:65][CH:66]=2)[N:61]=[C:60]([C:69]([NH:18][C@H:19]([C:44]([NH:46][C:47]2[CH:52]=[C:51]([O:53][CH3:54])[CH:50]=[CH:49][C:48]=2[O:55][CH3:56])=[O:45])[CH2:20][CH2:21][C:22](=[O:43])[NH:23][C:24]([C:25]2[CH:30]=[CH:29][CH:28]=[CH:27][CH:26]=2)([C:31]2[CH:36]=[CH:35][CH:34]=[CH:33][CH:32]=2)[C:37]2[CH:38]=[CH:39][CH:40]=[CH:41][CH:42]=2)=[O:71])[CH:59]=1. Procedure: The title compound was prepared from N-[Nα-(9-fluorenylmethoxycarbonyl)-Nδ-trityl-L-glutaminyl]-2,5-dimethoxyaniline (703 mg, 0.94 mmol, example 82, step A) as described for example 82 (step B) using 4,8-dihydroxyquinoline-2-carboxylic acid (291 mg, 1.42 mmol) instead of caffeic acid. The crude material was purified by flash chromatography using initially 20% then 50% EtOAc/CH2Cl2. The title compound was obtained as white crystals (150 mg, 22%). The reactants are C(=O)(OC(C)(C)C)NCC(CCC(=O)OCCCC(=O)O)=O (3-carboxypropyl 5-(Boc-amino)-4-oxopentanoate), Cl (HCl). Solvent: C(C)OCC (diethyl ether), C(C)OCC (diethyl ether). Run at time 8 hour. Product: Cl.NCC(CCC(=O)OCCCC(=O)O)=O (3-carboxypropyl 5-amino-4-oxopentanoate hydrochloride). The yield is 57.0%. Reaction SMILES: C([NH:8][CH2:9][C:10](=[O:22])[CH2:11][CH2:12][C:13]([O:15][CH2:16][CH2:17][CH2:18][C:19]([OH:21])=[O:20])=[O:14])(OC(C)(C)C)=O.[ClH:23]>C(OCC)C>[ClH:23].[NH2:8][CH2:9][C:10](=[O:22])[CH2:11][CH2:12][C:13]([O:15][CH2:16][CH2:17][CH2:18][C:19]([OH:21])=[O:20])=[O:14] |f:3.4|. Procedure: This compound was prepared from the product of 5b (4.20 g; 13.2 mmol), 2 M HCl in diethyl ether (7.5 mL; 15 mmol), and diethyl ether (50 mL) as described in Example 1 b. After evaporation of the solvent, the oily residue was triturated with diethyl ether (4×10 mL) and kept overnight in a freezer until it solidified into a pale tan solid. 1.90 g (57%) product was obtained after drying at 12 mm Hg and ambient temperature. Starting materials: CCO, ClCCl, Nc1cccc(I)c1, CCOC(=O)CN=C=O. Product: CCOC(=O)CNC(=O)Nc1cccc(I)c1. RXN SMILES: [CH3:18][CH2:19][OH:20].[Cl:21][CH2:22][Cl:23].[I:1][c:2]1[cH:3][c:4]([NH2:5])[cH:6][cH:7][cH:8]1.[N:9](=[C:10]=[O:11])[CH2:12][C:13](=[O:14])[O:15][CH2:16][CH3:17]>>[I:1][c:2]1[cH:3][c:4]([NH:5][C:10]([NH:9][CH2:12][C:13](=[O:14])[O:15][CH2:16][CH3:17])=[O:11])[cH:6][cH:7][cH:8]1. The reactants are CC1(COC(=O)C1O)C (pantolactone), CC(C)(CO)[C@@H](C(=O)O)O (L-pantoic acid). Product: CC1(COC(=O)C1=O)C (ketopantolactone), O=CC([C@H](C(=O)O)O)(C)CO (ketopantoic acid). RXN SMILES: [CH3:1][C:2]1([CH3:9])[CH:7]([OH:8])[C:5](=[O:6])[O:4][CH2:3]1.[CH3:10][C:11]([C@H:15]([OH:19])[C:16]([OH:18])=[O:17])([CH2:13][OH:14])[CH3:12]>>[CH3:1][C:2]1([CH3:9])[C:7](=[O:8])[C:5](=[O:6])[O:4][CH2:3]1.[O:14]=[CH:13][C:11]([CH2:12][OH:4])([CH3:10])[C@@H:15]([OH:19])[C:16]([OH:18])=[O:17]. Reported procedure: Burkholderia caryophylli Lu681 (or other strains from Tab. 1) were grown in 25 ml of complex medium (for example HFP=1% peptone, 1% tryptone, 0.5% yeast extract, 0.3% NaCL) for 1 to 3 days, harvested, washed in Tris-HCl buffer (50 mM, pH 7.0) and resuspended (5 ml of 50 mM Tris/HCl, pH 7.0) and incubated with 50 mM ketopantolactone at 30° C. for 3 h. After removal of the cells, the concentrations of ketopantolactone, ketopantoic acid, D,L-pantolactone, D,L-, D-, and L-pantoic acid were determine...